From a dataset of the Open Reaction Database (ORD), a public repository of structured organic reaction records. describe an organic reaction: reactants, conditions, products, and yield Starting materials: IC=1C=C(C=CC1)CC(=O)O (3-iodophenylacetic acid), C1OC=2C=C(C=CC2O1)CC(=O)O (3,4-methylenedioxyphenylacetic acid). Product: IC=1C=C(CCO)C=CC1 (3-Iodophenethyl alcohol), oil. Yield: 58.0%. RXN SMILES: [I:1][C:2]1[CH:3]=[C:4]([CH2:8][C:9](O)=[O:10])[CH:5]=[CH:6][CH:7]=1.C1OC2C=CC(CC(O)=O)=CC=2O1>>[I:1][C:2]1[CH:3]=[C:4]([CH:5]=[CH:6][CH:7]=1)[CH2:8][CH2:9][OH:10]. Reported procedure: This was prepared as described in Preparation 19 using 3-iodophenylacetic acid (commercially available) instead of 3,4-methylenedioxyphenylacetic acid. The title compound was obtained as a colourless oil (2.2 g, 58%), which was characterised by its 1H-n.m.r. spectrum. Reactants: ClC1=CC=C(C=N1)O (6-chloropyridin-3-ol), ICC(C)(C)C (1-iodo-2,2-dimethylpropane), C([O-])([O-])=O.[Cs+].[Cs+] (cesium carbonate). Solvent: COCCOCCOC (diethylene glycol dimethyl ether). Conditions: time 30 minute. The product is ClC1=NC=C(C=C1)OCC(C)(C)C (2-Chloro-5-(2,2-dimethylpropoxy)pyridine). RXN SMILES: [Cl:1][C:2]1[N:7]=[CH:6][C:5]([OH:8])=[CH:4][CH:3]=1.I[CH2:10][C:11]([CH3:14])([CH3:13])[CH3:12].C(=O)([O-])[O-].[Cs+].[Cs+]>COCCOCCOC>[Cl:1][C:2]1[CH:3]=[CH:4][C:5]([O:8][CH2:10][C:11]([CH3:14])([CH3:13])[CH3:12])=[CH:6][N:7]=1 |f:2.3.4|. Procedure details: 5.2 g (40.0 mmol) 6-chloropyridin-3-ol, 11.9 g (60.0 mmol) 1-iodo-2,2-dimethylpropane, 19.6 g (60.0 mmol) cesium carbonate and 120 ml diethylene glycol dimethyl ether are divided into five portions of equal size and are reacted in portions at 160° C. for 4 h in a single mode microwave (CEM Explorer). Thereafter, the five reaction mixtures obtained are combined, the solid is filtered off and rinsed with diethylene glycol dimethyl ether and the filtrate and wash solutions are combined. The majorit... Reactants: SiO2, CCOC(=O)C (EtOAc), COC(C1=CC(=C(C=C1)OCC(=O)O)F)=O (4-carboxymethoxy-3-fluoro-benzoic acid methyl ester), [Xe](F)F (xenon difluoride). Solvent: C(Cl)Cl (CH2Cl2). The product is COC(C1=CC(=C(C=C1)OCF)F)=O (3-Fluoro-4-fluoromethoxy-benzoic acid methyl ester). Isolated yield 51.5%. Reaction SMILES: [CH3:1][O:2][C:3](=[O:16])[C:4]1[CH:9]=[CH:8][C:7]([O:10][CH2:11]C(O)=O)=[C:6]([F:15])[CH:5]=1.[Xe](F)[F:18].CCOC(C)=O>C(Cl)Cl>[CH3:1][O:2][C:3](=[O:16])[C:4]1[CH:9]=[CH:8][C:7]([O:10][CH2:11][F:18])=[C:6]([F:15])[CH:5]=1. Reported procedure: A solution of 4-carboxymethoxy-3-fluoro-benzoic acid methyl ester (2.73 g, 11.9 mmol) in CH2Cl2 was treated with xenon difluoride (2.23 g 13.1 mmol, 1.1 eq.) at r.t. for 16 hrs. in a teflon reactor vessel. After addition of satd. NaHCO3 solution the organic phase was dried over Na2SO4 and evaporated. The residue was chromatographed over 100 g SiO2 (Merck 230-400 mesh) with EtOAc/nHexane 1:4 affording the title compound (1.24 g, 51% yield) as a white solid. MS: m/e=202 (M+). Starting materials: [BH4-].[Na+] (sodium borohydride), ClC1=C(C=O)C=C(C=C1)[N+](=O)[O-] (2-chloro-5-nitrobenzaldehyde), Cl (HCl). The solvent is O (water), CO (methanol). Run at temperature 0 celsius, time 1 hour. Yields the product ClC1=C(CO)C=C(C=C1)[N+](=O)[O-] (2-chloro-5-nitrobenzyl alcohol). Yield: 89.0%. Reaction SMILES: [Cl:1][C:2]1[CH:9]=[CH:8][C:7]([N+:10]([O-:12])=[O:11])=[CH:6][C:3]=1[CH:4]=[O:5].[BH4-].[Na+].Cl>CO.O>[Cl:1][C:2]1[CH:9]=[CH:8][C:7]([N+:10]([O-:12])=[O:11])=[CH:6][C:3]=1[CH2:4][OH:5] |f:1.2|. Procedure details: 30 g of 2-chloro-5-nitrobenzaldehyde was dissolved in 500 ml of methanol and cooled to 0° C. A solution of 10 g of sodium borohydride in 100 ml of water was then added dropwise over 90 minutes while maintaining the temperature below 10° C. The resultant reaction mixture was then stirred for one hour, then acidified with 2N HCl and left stirring overnight. The solids were then, washed with water and dried, to produce 27 g of 2-chloro-5-nitrobenzyl alcohol as a white solid.